This data is from the Open Reaction Database (ORD), a public repository of structured organic reaction records. The task is: describe an organic reaction: reactants, conditions, products, and yield Reactants: Cc1ccc(N2C(=S)N(c3ccc(C#N)c(C(F)(F)F)c3)C(=N)C2(C)C)cc1, CO, Cl, O. The product is Cc1ccc(N2C(=S)N(c3ccc(C#N)c(C(F)(F)F)c3)C(=O)C2(C)C)cc1. As a reaction SMILES: [CH3:1][c:2]1[cH:3][cH:4][c:5]([N:8]2[C:9](=[S:28])[N:10]([c:16]3[cH:17][c:18]([C:24]([F:25])([F:26])[F:27])[c:19]([C:20]#[N:21])[cH:22][cH:23]3)[C:11](=[NH:15])[C:12]2([CH3:13])[CH3:14])[cH:6][cH:7]1.[CH3:29][OH:30].[ClH:32].[OH2:31]>>[CH3:1][c:2]1[cH:3][cH:4][c:5]([N:8]2[C:9](=[S:28])[N:10]([c:16]3[cH:17][c:18]([C:24]([F:25])([F:26])[F:27])[c:19]([C:20]#[N:21])[cH:22][cH:23]3)[C:11](=[O:30])[C:12]2([CH3:13])[CH3:14])[cH:6][cH:7]1. Reactants: CN[C@H]1CC[C@H](C2=C1C=CC=C2)C=3C=CC(=C(C3)Cl)Cl (Sertraline), C([C@@H](O)C)(=O)O (L-lactic acid), CN[C@H]1CC[C@H](C2=C1C=CC=C2)C=3C=CC(=C(C3)Cl)Cl (sertraline), C([C@@H](O)C)(=O)O (L-lactic acid), CN[C@H]1CC[C@H](C2=C1C=CC=C2)C=3C=CC(=C(C3)Cl)Cl (sertraline), C([C@@H](O)C)(=O)O (L-Lactic acid). The solvent is C(C)(=O)OCC (ethyl acetate), ethyl acetate(100 μL). Reaction conditions: time 2 minute. The product is CN[C@H]1CC[C@H](C2=C1C=CC=C2)C=3C=CC(=C(C3)Cl)Cl.C([C@@H](O)C)(=O)[O-] (Sertraline L-lactate). As a reaction SMILES: [CH3:1][NH:2][C@@H:3]1[C:8]2[CH:9]=[CH:10][CH:11]=[CH:12][C:7]=2[C@H:6]([C:13]2[CH:14]=[CH:15][C:16]([Cl:20])=[C:17]([Cl:19])[CH:18]=2)[CH2:5][CH2:4]1.[C:21]([OH:26])(=[O:25])[C@H:22]([CH3:24])[OH:23]>C(OCC)(=O)C>[CH3:1][NH:2][C@@H:3]1[C:8]2[CH:9]=[CH:10][CH:11]=[CH:12][C:7]=2[C@H:6]([C:13]2[CH:14]=[CH:15][C:16]([Cl:20])=[C:17]([Cl:19])[CH:18]=2)[CH2:5][CH2:4]1.[C:21]([O-:26])(=[O:25])[C@H:22]([CH3:24])[OH:23] |f:3.4|. Procedure: Sertraline base (the compound of Preparation AA, 200 mg) was dissolved in ethyl acetate (200 μL) in a 10 mL conical reaction vial. L-Lactic acid (solid, 68.5 mg) was separately dissolved in ethyl acetate(100 μL). The L-lactic acid solution was added to the sertraline base solution under constant stirring with a magnetic stirrer. A precipitate was observed within about 2 minutes after complete addition of the L-lactic acid solution to the sertraline base solution. The reaction mixture was allowed... Reactants: ClC1=C(C=CC(=C1)Cl)[N+](=O)[O-] (2,4-dichloronitrobenzene), aqueous solution, CN (methylamine), NC1=C(C=C(C=C1C)O)C (4-amino-3,5-dimethylphenol), CC(C)([O-])C.[K+] (potassium t-butoxide). The solvent is O (water), CN(C(C)=O)C (N,N-dimethylacetamide), CN(C(C)=O)C (N,N-dimethylacetamide). Run at temperature 77.5 celsius, time 1.5 hour. Product: NC1=C(C=C(OC=2C=CC(=C(C2)NC)[N+](=O)[O-])C=C1C)C (N-[5-(4-Amino-3,5-dimethylphenoxy)-2-nitrophenyl]-N-methylamine). Isolated yield 66.8%. RXN SMILES: Cl[C:2]1[CH:7]=[C:6](Cl)[CH:5]=[CH:4][C:3]=1[N+:9]([O-:11])=[O:10].[CH3:12][NH2:13].[NH2:14][C:15]1[C:20]([CH3:21])=[CH:19][C:18]([OH:22])=[CH:17][C:16]=1[CH3:23].CC(C)([O-])C.[K+]>CN(C)C(=O)C.O>[NH2:14][C:15]1[C:20]([CH3:21])=[CH:19][C:18]([O:22][C:6]2[CH:5]=[CH:4][C:3]([N+:9]([O-:11])=[O:10])=[C:2]([NH:13][CH3:12])[CH:7]=2)=[CH:17][C:16]=1[CH3:23] |f:3.4|. Procedure: To a solution of 2,4-dichloronitrobenzene (3.0 g) in N,N-dimethylacetamide (30 ml) was added a 40% aqueous solution of methylamine (4.9 g) at room temperature, and the resulting mixture was stirred at 75-80° C. for 1.5 hours. To the reaction mixture were added 4-amino-3,5-dimethylphenol (2.2 g), potassium t-butoxide (3.5 g), and N,N-dimethylacetamide (15 ml), and the resulting mixture was stirred at the same temperature for 3 hours. After stirring, water (60 ml) was added to the reaction mixture... Starting materials: ClCC(=O)Cl (Chloroacetyl chloride), NCC1(CN(C1)C(C1=CC=CC=C1)C1=CC=CC=C1)O (3-(Aminomethyl)-1-benzhydrylazetidin-3-ol), C([O-])([O-])=O.[K+].[K+] (potassium carbonate). The solvent is C(C)(=O)OCC (ethyl acetate), O (water). Conditions: temperature 0 celsius, time 30 minute. Product: C(C1=CC=CC=C1)(C1=CC=CC=C1)N1CC(C1)(O)CNC(CCl)=O (N-((1-Benzhydryl-3-hydroxyazetidine-3-yl)methyl)-2-chloroacetamide). Reaction SMILES: [Cl:1][CH2:2][C:3](Cl)=[O:4].[NH2:6][CH2:7][C:8]1([OH:25])[CH2:11][N:10]([CH:12]([C:19]2[CH:24]=[CH:23][CH:22]=[CH:21][CH:20]=2)[C:13]2[CH:18]=[CH:17][CH:16]=[CH:15][CH:14]=2)[CH2:9]1.C(=O)([O-])[O-].[K+].[K+]>C(OCC)(=O)C.O>[CH:12]([N:10]1[CH2:9][C:8]([CH2:7][NH:6][C:3](=[O:4])[CH2:2][Cl:1])([OH:25])[CH2:11]1)([C:19]1[CH:24]=[CH:23][CH:22]=[CH:21][CH:20]=1)[C:13]1[CH:18]=[CH:17][CH:16]=[CH:15][CH:14]=1 |f:2.3.4|. Procedure: Chloroacetyl chloride (0.846 mL) was added dropwise over 30 minutes to a vigorously stirred mixture of 3-(aminomethyl)-1-benzhydrylazetidin-3-ol (example 33, step c) (2.1 g) in ethyl acetate (100 mL) and potassium carbonate (3.03 g) in water (100 mL) at 0° C. The mixture was stirred for a further 30 minutes at 0° C. and then extracted with ethyl acetate, the organic layer was dried over sodium sulphate, filtered and the solvent evaporated under reduced pressure to afford the subtitled compound. ... The reactants are ClCC1=NC(=CC=C1)SC(C)C (2-Chloromethyl-6-isopropylsulfanyl-pyridine), COC(CC1COC2=C1C=CC(=C2)O)=O ((6-hydroxy-2,3-dihydro-benzofuran-3-yl)-acetic acid methyl ester). Yields the product C(C)(C)SC1=CC=CC(=N1)COC1=CC2=C(C(CO2)CC(=O)O)C=C1 ([6-(6-isopropylsulfanyl-pyridin-2-ylmethoxy)-2,3-dihydro-benzofuran-3-yl]-acetic acid). Isolated yield 83.5%. RXN SMILES: Cl[CH2:2][C:3]1[CH:8]=[CH:7][CH:6]=[C:5]([S:9][CH:10]([CH3:12])[CH3:11])[N:4]=1.C[O:14][C:15](=[O:27])[CH2:16][CH:17]1[C:21]2[CH:22]=[CH:23][C:24]([OH:26])=[CH:25][C:20]=2[O:19][CH2:18]1>>[CH:10]([S:9][C:5]1[N:4]=[C:3]([CH2:2][O:26][C:24]2[CH:23]=[CH:22][C:21]3[CH:17]([CH2:16][C:15]([OH:27])=[O:14])[CH2:18][O:19][C:20]=3[CH:25]=2)[CH:8]=[CH:7][CH:6]=1)([CH3:12])[CH3:11]. Reported procedure: 2-Chloromethyl-6-isopropylsulfanyl-pyridine (20 mg, 0.10 mmol) obtained in Step C of Preparation Example 16 and (6-hydroxy-2,3-dihydro-benzofuran-3-yl)-acetic acid methyl ester (20 mg, 0.10 mmol) obtained in Preparation Example 52 were used to react sequentially in the same manner as in Steps A and B of Example 1 to obtain the title compound (30 mg, 84%).